From a dataset of the Open Reaction Database (ORD), a public repository of structured organic reaction records. describe an organic reaction: reactants, conditions, products, and yield The reactants are O=C([O-])[O-], CCOCC, N#Cc1ccc(Cl)cc1F, Cl, [Cs+], [Cs+], CN(C)C=O, O, OCc1cc(O)cc(O)c1. Yields the product N#Cc1ccc(Cl)cc1Oc1cc(O)cc(CO)c1. As a reaction SMILES: [C:1](=[O:2])([O-:3])[O-:4].[CH3:33][CH2:34][O:35][CH2:36][CH3:37].[Cl:17][c:18]1[cH:19][c:20]([F:26])[c:21]([C:22]#[N:23])[cH:24][cH:25]1.[ClH:27].[Cs+:5].[Cs+:6].[O:28]=[CH:29][N:30]([CH3:31])[CH3:32].[OH2:38].[OH:7][CH2:8][c:9]1[cH:10][c:11]([OH:16])[cH:12][c:13]([OH:15])[cH:14]1>>[OH:7][CH2:8][c:9]1[cH:10][c:11]([OH:16])[cH:12][c:13]([O:15][c:20]2[cH:19][c:18]([Cl:17])[cH:25][cH:24][c:21]2[C:22]#[N:23])[cH:14]1. Starting materials: C1CCOC1, C1CCCCC1, CCN(CC)C(=O)c1ccccc1OC, CN(C)CCN(C)C, CC(=O)[O-], CCCCCC, [Li]C(C)CC, NOS(=O)(=O)O, [Na+], O=S=O. Product: CCN(CC)C(=O)c1c(OC)cccc1S(N)(=O)=O. RXN SMILES: [CH2:43]1[O:44][CH2:45][CH2:46][CH2:47]1.[CH2:48]1[CH2:49][CH2:50][CH2:51][CH2:52][CH2:53]1.[CH3:14][O:15][c:16]1[c:17]([C:18](=[O:19])[N:20]([CH2:21][CH3:22])[CH2:23][CH3:24])[cH:25][cH:26][cH:27][cH:28]1.[CH3:1][N:2]([CH3:3])[CH2:4][CH2:5][N:6]([CH3:7])[CH3:8].[CH3:33][C:34](=[O:35])[O-:36].[CH3:54][CH2:55][CH2:56][CH2:57][CH2:58][CH3:59].[CH:9]([Li:10])([CH2:11][CH3:12])[CH3:13].[NH2:37][O:38][S:39]([OH:40])(=[O:41])=[O:42].[Na+:32].[O:29]=[S:30]=[O:31]>>[CH3:14][O:15][c:16]1[c:17]([C:18](=[O:19])[N:20]([CH2:21][CH3:22])[CH2:23][CH3:24])[c:25]([S:30](=[O:29])(=[O:31])[NH2:37])[cH:26][cH:27][cH:28]1. Starting materials: CO, CC(C)Oc1cc(Cl)ccc1[N+](=O)[O-], NN, O. The product is CC(C)Oc1cc(Cl)ccc1N. Reaction SMILES: [CH3:18][OH:19].[Cl:1][c:2]1[cH:3][c:4]([O:11][CH:12]([CH3:13])[CH3:14])[c:5]([N+:8]([O-:9])=[O:10])[cH:6][cH:7]1.[NH2:16][NH2:17].[OH2:15]>>[Cl:1][c:2]1[cH:3][c:4]([O:11][CH:12]([CH3:13])[CH3:14])[c:5]([NH2:8])[cH:6][cH:7]1. Starting materials: N1(N=CN=C1)[C@@H]1CN(CC1)C(=O)[C@H]1N(C[C@H](C1)SC=1[C@@H]([C@H]2N(C1C(=O)OCC1=CC=C(C=C1)[N+](=O)[O-])C([C@@H]2[C@@H](C)O)=O)C)C(=O)OCC2=CC=C(C=C2)[N+](=O)[O-] (4-nitrobenzyl (1R, 5S, 6S)-2-{(2S, 4S)-2-[(3S)-3-(1,2,4-triazol-1-yl)pyrrolidin-1-ylcarbonyl]-1-(4-nitrobenzyloxycarbonyl)pyrrolidin-4-ylthio}-6-[(1R)-1-hydroxyethyl]-1-methyl-1-carbapen-2-em-3-carboxylate), Cl (hydrochloric acid). Run in O1CCCC1 (tetrahydrofuran), O (water). Product: Cl.N1(N=CN=C1)[C@@H]1CN(CC1)C(=O)[C@H]1NC[C@H](C1)SC=1[C@@H]([C@H]2N(C1C(=O)O)C([C@@H]2[C@@H](C)O)=O)C ((1R, 5S, 6S)-2-{(2S, 4S)-2-[(3S)-3-(1,2,4-Triazol-1-yl)pyrrolidin-1-ylcarbonyl]pyrrolidin-4-ylthio]-6-[(1R)-1-hydroxyethyl]-1-methyl-1-carbapen-2-em-3-carboxylic acid hydrochloride). As a reaction SMILES: [N:1]1([C@H:6]2[CH2:10][CH2:9][N:8]([C:11]([C@@H:13]3[CH2:17][C@H:16]([S:18][C:19]4[C@H:20]([CH3:43])[C@@H:21]5[C@@H:38]([C@H:39]([OH:41])[CH3:40])[C:37](=[O:42])[N:22]5[C:23]=4[C:24]([O:26]CC4C=CC([N+]([O-])=O)=CC=4)=[O:25])[CH2:15][N:14]3C(OCC3C=CC([N+]([O-])=O)=CC=3)=O)=[O:12])[CH2:7]2)[CH:5]=[N:4][CH:3]=[N:2]1.[ClH:57]>O1CCCC1.O>[ClH:57].[N:1]1([C@H:6]2[CH2:10][CH2:9][N:8]([C:11]([C@@H:13]3[CH2:17][C@H:16]([S:18][C:19]4[C@H:20]([CH3:43])[C@@H:21]5[C@@H:38]([C@H:39]([OH:41])[CH3:40])[C:37](=[O:42])[N:22]5[C:23]=4[C:24]([OH:26])=[O:25])[CH2:15][NH:14]3)=[O:12])[CH2:7]2)[CH:5]=[N:4][CH:3]=[N:2]1 |f:4.5|. Reported procedure: 528 mg of 4-nitrobenzyl (1R, 5S, 6S)-2-{(2S, 4S)-2-[(3S)-3-(1,2,4-triazol-1-yl)pyrrolidin-1-ylcarbonyl]-1-(4-nitrobenzyloxycarbonyl)pyrrolidin-4-ylthio}-6-[(1R)-1-hydroxyethyl]-1-methyl-1-carbapen-2-em-3-carboxylate [prepared as described in step (a) above] were dissolved in 10 ml of a 1:1 by volume mixture of tetrahydrofuran and water, after which 0.63 ml of 1N aqueous hydrochloric acid was added, and the mixture was hydrogenated by bubbling hydrogen through it at room temperature for 2 hours i...